Dataset: the Open Reaction Database (ORD), a public repository of structured organic reaction records. Task: describe an organic reaction: reactants, conditions, products, and yield Reactants: [Al+3], [H-], [H-], [H-], [H-], [H][H], [Li+], NC(CSCC1CC1)C(=O)O, O. Yields the product NC(CO)CSCC1CC1. As a reaction SMILES: [Al+3:2].[H-:1].[H-:4].[H-:5].[H-:6].[H:18][H:19].[Li+:3].[NH2:7][CH:8]([C:9](=[O:10])[OH:11])[CH2:12][S:13][CH2:14][CH:15]1[CH2:16][CH2:17]1.[OH2:20]>>[NH2:7][CH:8]([CH2:9][OH:10])[CH2:12][S:13][CH2:14][CH:15]1[CH2:16][CH2:17]1. Reactants: NC1CCN(CC1)CC1=CC=CC=C1 (4-amino-1-benzylpiperidine), C=O (paraformaldehyde), O (H2O), [BH3-]C#N.[Na+] (NaCNBH3). Run in C(F)(F)(F)CO (CF3CH2OH). Reaction conditions: time 1 hour. Product: CN(C1CCN(CC1)CC1=CC=CC=C1)C (4-dimethylamino-1-benzylpiperidine). Isolated yield 80.0%. As a reaction SMILES: N[CH:2]1[CH2:7][CH2:6][N:5]([CH2:8][C:9]2[CH:14]=[CH:13][CH:12]=[CH:11][CH:10]=2)[CH2:4][CH2:3]1.[CH2:15]=O.[BH3-][C:18]#[N:19].[Na+].O>C(CO)(F)(F)F>[CH3:15][N:19]([CH3:18])[CH:2]1[CH2:7][CH2:6][N:5]([CH2:8][C:9]2[CH:14]=[CH:13][CH:12]=[CH:11][CH:10]=2)[CH2:4][CH2:3]1 |f:2.3|. Procedure: To a solution of 4-amino-1-benzylpiperidine (1.47 g, 7.7 mmol) in CF3CH2OH (14 ml) were added molecular sieve 4 Å (5 g), and paraformaldehyde (0.51 g, 17 mmol). After stirring at RT for 1 h, NaCNBH3 (2.5 g, 39.8 mmol) was added and stirred for 16 h at RT. The reaction was stopped by addition of H2O and the product was extracted with (4:1) (Et2O:CH2Cl2). Organic fractions were combined and washed with brine (2×), dried over MgSO4, filtered and concentrated to give a crude material which was purif... Reactants: C(#N)C=1C=C(C=CC1)C(CC(=O)O)CCC1=CC=C(C=C1)C#N (3-(3-cyanophenyl)-5-(4-cyanophenyl)pentanoic acid), Cl.O(C)N (methoxylamine hydrochloride), 1-(3-dimethylaminopropyl)-3-ethhylcarbodiimide hydrochloride, O (water). The reagents and catalysts are CN(C1=CC=NC=C1)C (4-dimethylaminopyridine). Run in CN(C)C=O (DMF). Yields the product C(#N)C1=CC=C(C=C1)CCC(CC(=O)NOC)C1=CC(=CC=C1)C#N (4-(cyano)-beta-(3-cyanophenyl)-N-methoxybenzene pentanamide). Yield: 91.8%. As a reaction SMILES: [C:1]([C:3]1[CH:4]=[C:5]([CH:9]([CH2:14][CH2:15][C:16]2[CH:21]=[CH:20][C:19]([C:22]#[N:23])=[CH:18][CH:17]=2)[CH2:10][C:11](O)=[O:12])[CH:6]=[CH:7][CH:8]=1)#[N:2].Cl.[O:25]([NH2:27])[CH3:26].O>CN(C)C1C=CN=CC=1.CN(C=O)C>[C:22]([C:19]1[CH:20]=[CH:21][C:16]([CH2:15][CH2:14][CH:9]([C:5]2[CH:6]=[CH:7][CH:8]=[C:3]([C:1]#[N:2])[CH:4]=2)[CH2:10][C:11]([NH:27][O:25][CH3:26])=[O:12])=[CH:17][CH:18]=1)#[N:23] |f:1.2|. Reported procedure: Part A. A solution of 3-(3-cyanophenyl)-5-(4-cyanophenyl)pentanoic acid (0.15 gm, 0.49 mmol), methoxylamine hydrochloride (0.041 gm, 0.54 mmol), 1-(3-dimethylaminopropyl)-3-ethhylcarbodiimide hydrochloride (0.14 gm, 0.73 mmol) and 4-dimethylaminopyridine (0.15 gm, 1.22 mmol) in 5 mLs DMF under a nitrogen atmosphere was stirred for 18 hrs. The reaction solution was poured into water and extracted with ethyl acetate. The combined organic layer was washed with 1 N HCl (2×), water, brine, dried over... Reactants: [BH4-], COc1ccc(N2CCN(C(=O)c3ccccc3)CC2)cc1[N+](=O)[O-], CO, [Na+]. Product: COc1ccc(N2CCN(C(=O)c3ccccc3)CC2)cc1N. Reaction SMILES: [BH4-:26].[CH3:1][O:2][c:3]1[c:4]([N+:23]([O-:24])=[O:25])[cH:5][c:6]([N:9]2[CH2:10][CH2:11][N:12]([C:15](=[O:16])[c:17]3[cH:18][cH:19][cH:20][cH:21][cH:22]3)[CH2:13][CH2:14]2)[cH:7][cH:8]1.[CH3:28][OH:29].[Na+:27]>>[CH3:1][O:2][c:3]1[c:4]([NH2:23])[cH:5][c:6]([N:9]2[CH2:10][CH2:11][N:12]([C:15](=[O:16])[c:17]3[cH:18][cH:19][cH:20][cH:21][cH:22]3)[CH2:13][CH2:14]2)[cH:7][cH:8]1. Reactants: COC1=C(C=CC=C1)N1CCN(CC1)C1CCC(CC1)(C=1C(=NC=CC1C)C)O (1-(2-methoxyphenyl)-4-[1-hydroxy-1-(2,4-dimethylpyridin-3-yl)-cyclohex-4-yl]piperazine), N1C=NC=C1 (imidazole), methyl oxalyl chloride. Run in C1CCOC1 (THF). Product: COC1=C(C=CC=C1)N1CCN(CC1)C1CC=C(CC1)C=1C(=NC=CC1C)C (1-(2-Methoxyphenyl)-4-[1-(2,4-dimethylpyridin-3-yl)-cyclohex-1-en-4-yl]piperazine). Isolated yield 74.2%. Reaction SMILES: [CH3:1][O:2][C:3]1[CH:8]=[CH:7][CH:6]=[CH:5][C:4]=1[N:9]1[CH2:14][CH2:13][N:12]([CH:15]2[CH2:20][CH2:19][C:18](O)([C:21]3[C:22]([CH3:28])=[N:23][CH:24]=[CH:25][C:26]=3[CH3:27])[CH2:17][CH2:16]2)[CH2:11][CH2:10]1.N1C=CN=C1>C1COCC1>[CH3:1][O:2][C:3]1[CH:8]=[CH:7][CH:6]=[CH:5][C:4]=1[N:9]1[CH2:14][CH2:13][N:12]([CH:15]2[CH2:20][CH2:19][C:18]([C:21]3[C:22]([CH3:28])=[N:23][CH:24]=[CH:25][C:26]=3[CH3:27])=[CH:17][CH2:16]2)[CH2:11][CH2:10]1. Procedure details: To a solution of 1-(2-methoxyphenyl)-4-[1-hydroxy-1-(2,4-dimethylpyridin-3-yl)-cyclohex-4-yl]piperazine (0.8 g, 2.0 mmol) in dry THF (70 ml) under argon was added imidazole (0.3 g, 4.4 mmol) followed by methyl oxalyl chloride (0.6 ml, 6.5 mmol). The non-homogeneous reaction mixture was refluxed for 24 hours. The reaction solvent was removed and replaced with anhydrous toluene (50 ml). The reaction mixture was refluxed for a further 48 hours. The solvent was removed and the residue partioned betw... Reactants: C(=O)(Cl)Cl (phosgene), NC1=C(C(=O)N(C)C)C=C(C=C1)Br (2-amino-5-bromo-N,N-dimethyl-benzamide). Solvent: C1(=CC=CC=C1)C (toluene), ClCCl (dichloromethane), C([O-])(O)=O.[Na+] (sodium bicarbonate). Reaction conditions: time 30 minute. Product: BrC=1C=CC(=C(C(=O)N(C)C)C1)N=C=O (5-bromo-2-isocyanato-N,N-dimethyl-benzamide). Reaction SMILES: [NH2:1][C:2]1[CH:12]=[CH:11][C:10]([Br:13])=[CH:9][C:3]=1[C:4]([N:6]([CH3:8])[CH3:7])=[O:5].[C:14](Cl)(Cl)=[O:15]>ClCCl.C(=O)(O)[O-].[Na+].C1(C)C=CC=CC=1>[Br:13][C:10]1[CH:11]=[CH:12][C:2]([N:1]=[C:14]=[O:15])=[C:3]([CH:9]=1)[C:4]([N:6]([CH3:7])[CH3:8])=[O:5] |f:3.4|. Reported procedure: 2-amino-5-bromo-N,N-dimethyl-benzamide (1.48 g, 6.09 mmol) was dissolved in a mixture of dichloromethane (60 mL) and saturated aqueous sodium bicarbonate (60 mL). 16 mL of 20% w/w phosgene in toluene was added and the mixture stirred at room temperature for 30 min. The layers were separated and the aqueous layer extracted three times with dichloromethane (20 mL). The combined organic layers were dried over sodium sulfate and evaporated. The residue was concentrated down several times from ether ... Starting materials: ClC=1C=C(C=CC1C)C1=CC(=NC=C1OCC(F)(F)F)C(=O)O (4-(3-chloro-4-methylphenyl)-5-(2,2,2-trifluoroethoxy)picolinic acid), COC1=NOC(=C1)CN (3-methoxy-5-isoxazolemethanamine). The product is ClC=1C=C(C=CC1C)C1=CC(=NC=C1OCC(F)(F)F)C(=O)NCC1=CC(=NO1)OC (4-(3-chloro-4-methylphenyl)-N-((3-methoxyisoxazol-5-yl)methyl)-5-(2,2,2-trifluoroethoxy)picolinamide). RXN SMILES: [Cl:1][C:2]1[CH:3]=[C:4]([C:9]2[C:14]([O:15][CH2:16][C:17]([F:20])([F:19])[F:18])=[CH:13][N:12]=[C:11]([C:21](O)=[O:22])[CH:10]=2)[CH:5]=[CH:6][C:7]=1[CH3:8].[CH3:24][O:25][C:26]1[CH:30]=[C:29]([CH2:31][NH2:32])[O:28][N:27]=1>>[Cl:1][C:2]1[CH:3]=[C:4]([C:9]2[C:14]([O:15][CH2:16][C:17]([F:20])([F:19])[F:18])=[CH:13][N:12]=[C:11]([C:21]([NH:32][CH2:31][C:29]3[O:28][N:27]=[C:26]([O:25][CH3:24])[CH:30]=3)=[O:22])[CH:10]=2)[CH:5]=[CH:6][C:7]=1[CH3:8]. Reported procedure: The title compound was synthesized in analogy to Example 1 using 4-(3-chloro-4-methylphenyl)-5-(2,2,2-trifluoroethoxy)picolinic acid (example BM) and 3-methoxy-5-isoxazolemethanamine (CAN 2763-94-2) as starting materials; LC-MS (UV peak area/ESI) 100%, 456.0934 (M+H)+. Product: C(#N)CC(=O)NC1=C(C=NN1C1=C(C=C(C=C1Cl)C(F)(F)F)Cl)[N+](=O)[O-] (5-cyanoacetylamino-1-(2,6-dichloro-4-trifluoromethyl-phenyl)-4-nitro-pyrazole). Isolated yield 36.0%. Starting materials: C(#N)CC(=O)NC1=CC=NN1C1=C(C=C(C=C1Cl)C(F)(F)F)Cl (5-cyanoacetylamino-1-(2,6-dichloro-4-trifluoromethyl-phenyl)-pyrazole), C(C)(=O)OC(C)=O (acetic anhydride), [N+](=O)(O)[O-] (nitric acid). Procedure: 7.26 g (0.02 mol) of 5-cyanoacetylamino-1-(2,6-dichloro-4-trifluoromethyl-phenyl)-pyrazole (Example 1) are taken in 70 ml of glacial acetic acid, and 2 ml of acetic anhydride and 2 ml of nitric acid are added dropwise in succession at about 10° C. A crystalline solid precipitates out of the initially clear solution after prolonged stirring. After filtration with suction, washing several times with diisopropyl ether and drying, 2.9 g (36% of theory) of 5-cyanoacetylamino-1-(2,6-dichloro-4-trifluo... The solvent is C(C)(=O)O (acetic acid). As a reaction SMILES: [C:1]([CH2:3][C:4]([NH:6][C:7]1[N:11]([C:12]2[C:17]([Cl:18])=[CH:16][C:15]([C:19]([F:22])([F:21])[F:20])=[CH:14][C:13]=2[Cl:23])[N:10]=[CH:9][CH:8]=1)=[O:5])#[N:2].C(OC(=O)C)(=O)C.[N+:31]([O-])([OH:33])=[O:32]>C(O)(=O)C>[C:1]([CH2:3][C:4]([NH:6][C:7]1[N:11]([C:12]2[C:17]([Cl:18])=[CH:16][C:15]([C:19]([F:20])([F:22])[F:21])=[CH:14][C:13]=2[Cl:23])[N:10]=[CH:9][C:8]=1[N+:31]([O-:33])=[O:32])=[O:5])#[N:2].